This data is from the Open Reaction Database (ORD), a public repository of structured organic reaction records. The task is: describe an organic reaction: reactants, conditions, products, and yield Yields the product Cc1cc(CN2C(=O)N(c3cnn(Cc4c(C)noc4C)c3)C(=O)C2(C)C)n(C)n1. RXN SMILES: [CH3:1][c:2]1[n:3][o:4][c:5]([CH3:22])[c:6]1[CH2:7][n:8]1[n:9][cH:10][c:11]([N:13]2[C:14](=[O:21])[NH:15][C:16]([CH3:19])([CH3:20])[C:17]2=[O:18])[cH:12]1.[Cl:23][CH2:24][c:25]1[cH:26][c:27]([CH3:31])[n:28][n:29]1[CH3:30]>>[CH3:1][c:2]1[n:3][o:4][c:5]([CH3:22])[c:6]1[CH2:7][n:8]1[n:9][cH:10][c:11]([N:13]2[C:14](=[O:21])[N:15]([CH2:24][c:25]3[cH:26][c:27]([CH3:31])[n:28][n:29]3[CH3:30])[C:16]([CH3:19])([CH3:20])[C:17]2=[O:18])[cH:12]1. Starting materials: Cc1noc(C)c1Cn1cc(N2C(=O)NC(C)(C)C2=O)cn1, Cc1cc(CCl)n(C)n1. The reactants are B(F)(F)F.CCOCC (boron trifluoride etherate), [OH-].[B+3].[Na+].[OH-].[OH-].[OH-] (sodium boron hydroxide), FC1=C(C(=O)O)C(=C(C=C1[N+](=O)[O-])F)F (2,5,6-trifluoro-3-nitrobenzoic acid), ice water. Run in O1CCCC1 (tetrahydrofuran), O1CCCC1 (tetrahydrofuran), O1CCCC1 (tetrahydrofuran). Conditions: time 1 hour. Yields the product FC1=C(CO)C(=C(C=C1[N+](=O)[O-])F)F (2,5,6-trifluoro-3-nitrobenzyl alcohol). The yield is 67.9%. RXN SMILES: [OH-].[B+3].[Na+].[OH-].[OH-].[OH-].[F:7][C:8]1[C:16]([N+:17]([O-:19])=[O:18])=[CH:15][C:14]([F:20])=[C:13]([F:21])[C:9]=1[C:10](O)=[O:11].B(F)(F)F.CCOCC>O1CCCC1>[F:7][C:8]1[C:16]([N+:17]([O-:19])=[O:18])=[CH:15][C:14]([F:20])=[C:13]([F:21])[C:9]=1[CH2:10][OH:11] |f:0.1.2.3.4.5,7.8|. Reported procedure: To a solution of sodium boron hydroxide (44 g) in anhydrous tetrahydrofuran is added a solution of 2,5,6-trifluoro-3-nitrobenzoic acid (22 g) in anhydrous tetrahydrofuran (40 ml) at below 10° C., and thereto is further added dropwise a solution of boron trifluoride etherate (20 ml) in anhydrous tetrahydrofuran (40 ml) at below 10° C. After the addition, the mixture is stirred at room temperature for one hour. The reaction mixture is poured into ice water and extracted with diethyl ether. The ext... The reactants are [Si](Cl)(Cl)(C)C (Me2SiCl2), Mg, C(C)SCCCCl (3-Ethylthiopropyl chloride), Mg, Grignard reagent. Reagents/catalysts: BrBr (Br2). Run in C(C)OCC (diethyl ether), CCOCC (Et2O). Product: C(C)SCCC[Si](C)(C)Cl ((3-Ethylthiopropyl)dimethylsilyl chloride). Reaction SMILES: [CH2:1]([S:3][CH2:4][CH2:5][CH2:6]Cl)[CH3:2].[Si:8]([CH3:12])([CH3:11])(Cl)[Cl:9]>BrBr.CCOCC>[CH2:1]([S:3][CH2:4][CH2:5][CH2:6][Si:8]([Cl:9])([CH3:12])[CH3:11])[CH3:2]. Procedure details: 3-Ethylthiopropyl chloride (7.00 g, 50 mmol) was dropped slowly into Mg turnings (1.22 g, 50 mmol) activated with 2 drops of Br2 in Et2O (70 mL). After 12 h of reflux the Grignard reagent was added to Me2SiCl2 (25.8 g, 200 mmol) in diethyl ether (100 mL). After refluxing for 18 h under mechanical stirring the Mg salts were filtered off, washed with Et2O (2×25 mL), and the solvent was evaporated from the combined filtrates. The residue was fractionally distilled: 45° C./0.01 torr, 4.20 g, 42%. Reactants: IC1=CC=C(C=C1)C1(OC1)C (2-(4-iodophenyl)-2-methyloxirane), 4A. The solvent is C1(=CC=CC=C1)C (toluene). The product is IC1=CC=C(C=C1)C(C=O)C (2-(4-iodophenyl)propionaldehyde). Yield: 83.3%. RXN SMILES: [I:1][C:2]1[CH:7]=[CH:6][C:5]([C:8]2([CH3:11])[CH2:10][O:9]2)=[CH:4][CH:3]=1>C1(C)C=CC=CC=1>[I:1][C:2]1[CH:3]=[CH:4][C:5]([CH:8]([CH3:11])[CH:10]=[O:9])=[CH:6][CH:7]=1. Procedure: To a solution of 15 g of 2-(4-iodophenyl)-2-methyloxirane in 75 ml of toluene was added 1.5 g of powdered Molecular Sieves 4A and the mixture was heated under reflux for 4 hours. After completion of the reaction, the Molecular Sieves was removed by filtration and the filtrate was concentrated and then distilled under reduced pressure to obtain 12.5 g (83% yield) of 2-(4-iodophenyl)propionaldehyde in oily form. The reactants are BrC1=C(C=C(S1)C=1SC(=C(C1)C(=O)OCC(CCCCCC)CCCC)Br)C(=O)OCC(CCCCCC)CCCC (bis(2-butyl-1-octyl) 5,5′-dibromo-2,2′-bithiophene-4,4′-dicarboxylate), C(CCC)[Sn](C=1SC=CC1)(CCCC)CCCC (2-tributylstannylthiophene). Reagents/catalysts: C=1C=CC(=CC1)[P](C=2C=CC=CC2)(C=3C=CC=CC3)[Pd]([P](C=4C=CC=CC4)(C=5C=CC=CC5)C=6C=CC=CC6)([P](C=7C=CC=CC7)(C=8C=CC=CC8)C=9C=CC=CC9)[P](C=1C=CC=CC1)(C=1C=CC=CC1)C=1C=CC=CC1 (Pd(PPh3)4). Run in CN(C)C=O (DMF). Run at time 60 minute. Yields the product S1C(=CC=C1)C1=C(C=C(S1)C=1SC(=C(C1)C(=O)OCC(CCCCCC)CCCC)C=1SC=CC1)C(=O)OCC(CCCCCC)CCCC (bis(2-butyl-1-octyl) 5,5′-bis(2-thienyl)-2,2′-bithiophene-4,4′-dicarboxylate). As a reaction SMILES: Br[C:2]1[S:6][C:5]([C:7]2[S:8][C:9](Br)=[C:10]([C:12]([O:14][CH2:15][CH:16]([CH2:23][CH2:24][CH2:25][CH3:26])[CH2:17][CH2:18][CH2:19][CH2:20][CH2:21][CH3:22])=[O:13])[CH:11]=2)=[CH:4][C:3]=1[C:28]([O:30][CH2:31][CH:32]([CH2:39][CH2:40][CH2:41][CH3:42])[CH2:33][CH2:34][CH2:35][CH2:36][CH2:37][CH3:38])=[O:29].C([Sn](CCCC)(CCCC)[C:48]1[S:49][CH:50]=[CH:51][CH:52]=1)CCC>C1C=CC([P]([Pd]([P](C2C=CC=CC=2)(C2C=CC=CC=2)C2C=CC=CC=2)([P](C2C=CC=CC=2)(C2C=CC=CC=2)C2C=CC=CC=2)[P](C2C=CC=CC=2)(C2C=CC=CC=2)C2C=CC=CC=2)(C2C=CC=CC=2)C2C=CC=CC=2)=CC=1.CN(C=O)C>[S:6]1[CH:2]=[CH:3][CH:4]=[C:5]1[C:2]1[S:6][C:5]([C:7]2[S:8][C:9]([C:50]3[S:49][CH:48]=[CH:52][CH:51]=3)=[C:10]([C:12]([O:14][CH2:15][CH:16]([CH2:23][CH2:24][CH2:25][CH3:26])[CH2:17][CH2:18][CH2:19][CH2:20][CH2:21][CH3:22])=[O:13])[CH:11]=2)=[CH:4][C:3]=1[C:28]([O:30][CH2:31][CH:32]([CH2:39][CH2:40][CH2:41][CH3:42])[CH2:33][CH2:34][CH2:35][CH2:36][CH2:37][CH3:38])=[O:29] |^1:64,66,85,104|. Reported procedure: To the mixture of bis(2-butyl-1-octyl) 5,5′-dibromo-2,2′-bithiophene-4,4′-dicarboxylate (1.00 g, 1.34 mmol) and 2-tributylstannylthiophene (1.50 g, 4 mmol) was added Pd(PPh3)4 (46 mg, 0.04 mmol), and anhydrous DMF (15 ml). The mixture was placed under vacuum and flushed with argon several times and was put on a microwave reactor with a setting of 160° C. for 60 min. The reaction mixture was cooled to room temperature and the solvent was removed. The residue was washed with methanol to remove tra... Reactants: COC1=CC=C(CN(C=2C(N(N=C(C2)OC[C@@H]2[C@H](C2)C2=NC=C(C=C2)OC)C)=O)CC=2N=NN(C2)C)C=C1 (4-((4-methoxybenzyl)((1-methyl-1H-1,2,3-triazol-4-yl)methyl)amino)-6-(((1S,2S)-2-(5-methoxypyridin-2-yl)cyclopropyl)methoxy)-2-methylpyridazin-3(2H)-one), C(=O)(C(F)(F)F)O (TFA), C(=O)(O)[O-].[Na+] (NaHCO3). Yields the product COC=1C=CC(=NC1)[C@@H]1[C@H](C1)COC=1C=C(C(N(N1)C)=O)NCC=1N=NN(C1)C (6-(((1S,2S)-2-(5-methoxypyridin-2-yl)cyclopropyl)methoxy)-2-methyl-4-((1-methyl-1H-1,2,3-triazol-4-yl)methylamino)pyridazin-3(2H)-one), C(=O)(C(F)(F)F)O (TFA). Reaction SMILES: COC1C=CC(C[N:8]([CH2:30][C:31]2[N:32]=[N:33][N:34]([CH3:36])[CH:35]=2)[C:9]2[C:10](=[O:29])[N:11]([CH3:28])[N:12]=[C:13]([O:15][CH2:16][C@H:17]3[CH2:19][C@@H:18]3[C:20]3[CH:25]=[CH:24][C:23]([O:26][CH3:27])=[CH:22][N:21]=3)[CH:14]=2)=CC=1.C([O-])(O)=O.[Na+].[C:44]([OH:50])([C:46]([F:49])([F:48])[F:47])=[O:45]>>[CH3:27][O:26][C:23]1[CH:24]=[CH:25][C:20]([C@H:18]2[CH2:19][C@@H:17]2[CH2:16][O:15][C:13]2[CH:14]=[C:9]([NH:8][CH2:30][C:31]3[N:32]=[N:33][N:34]([CH3:36])[CH:35]=3)[C:10](=[O:29])[N:11]([CH3:28])[N:12]=2)=[N:21][CH:22]=1.[C:44]([OH:50])([C:46]([F:49])([F:48])[F:47])=[O:45] |f:1.2|. Procedure details: A solution of 4-((4-methoxybenzyl)((1-methyl-1H-1,2,3-triazol-4-yl)methyl)amino)-6-(((1S,2S)-2-(5-methoxypyridin-2-yl)cyclopropyl)methoxy)-2-methylpyridazin-3(2H)-one (55 mg, 0.11 mmol) in TFA (2 mL) was stirred at room temperature for 2 h, then pH was adjusted to 7˜8 with saturated NaHCO3 solution. Extracted with EtOAc (20 mL*3), washed with H2O and brine, and concentrated. The residue was purified by Prep-HPLC (CH3CN in 0.05% TFA/H2O 30-95% v/v as mobile phase) to give title compound as a TFA ...